This data is from the Open Reaction Database (ORD), a public repository of structured organic reaction records. The task is: describe an organic reaction: reactants, conditions, products, and yield Reactants: NC1=C(C=O)C=CC=C1 (o-aminobenzaldehyde), C(#N)CC(=O)OCC (ethyl cyanoacetate), N1CCCCC1 (piperidine). Run in CCO (EtOH). Run at temperature 75 celsius. Yields the product C1=CC=C2C(=C1)C=C(C(=O)N2)C#N (2-Oxohydroquinoline-3-carbonitrile). RXN SMILES: [NH2:1][C:2]1[CH:9]=[CH:8][CH:7]=[CH:6][C:3]=1[CH:4]=O.[C:10]([CH2:12][C:13](OCC)=[O:14])#[N:11].N1CCCCC1>CCO>[CH:7]1[CH:6]=[C:3]2[CH:4]=[C:12]([C:10]#[N:11])[C:13]([NH:1][C:2]2=[CH:9][CH:8]=1)=[O:14]. Reported procedure: To a solution of o-aminobenzaldehyde (Sigma) (5.80 g, 48 mmol) in 250 mL of EtOH was added ethyl cyanoacetate (Aldrich) (6.20 mL, 58 mmol) followed by piperidine (Aldrich) (1.4 mL, 14 mmol) at RT. The reaction was heated at 75° C. for 15 h then cooled to RT. The solid was filtered, washed with EtOH and dried in vacuo to give a pale yellow crystalline solid. MS m/z: 171 (M+1); 169 (M−1). Starting materials: S(=O)(Cl)Cl (Thionyl chloride), ClC1=C(C=CC(=C1)OC)C(C)O (1-(2-chloro-4-methoxy-phenyl)-ethanol). Run in C(Cl)Cl (DCM). Conditions: time 1 hour. Yields the product ClC1=C(C=CC(=C1)OC)C(C)Cl (2-Chloro-1-(1-chloro-ethyl)-4-methoxy-benzene). Reaction SMILES: S(Cl)([Cl:3])=O.[Cl:5][C:6]1[CH:11]=[C:10]([O:12][CH3:13])[CH:9]=[CH:8][C:7]=1[CH:14](O)[CH3:15]>C(Cl)Cl>[Cl:5][C:6]1[CH:11]=[C:10]([O:12][CH3:13])[CH:9]=[CH:8][C:7]=1[CH:14]([Cl:3])[CH3:15]. Procedure details: Thionyl chloride (0.9 ml) was added to a solution of 1-(2-chloro-4-methoxy-phenyl)-ethanol (2 g) in DCM (5 ml) at 0° C. The mixture was allowed to warm to room temperature and then stirred for 1 h. The mixture was concentrated to an oil and filtered over SiO2 (1 g) to give the title compound (2 g) as a light brown oil. 1H NMR (300 MHz, CDCl3) δ 7.5 (1H, d), 6.8-6.9 (2H, m), 5.5 (1H, q), 3.8 (3H, s), 1.8 (3H, d). Starting materials: FC(C=1C(=NC=CC1)C(C(=O)OCC)C(=O)OCC)(F)F (diethyl (3-trifluoromethyl-2-pyridyl)malonate), CS(=O)C (dimethyl sulfoxide), [Cl-].[Na+] (sodium chloride). Solvent: O (water), O (water). Run at temperature 138.5 celsius, time 20 minute. Yields the product FC(C=1C(=NC=CC1)CC(=O)OCC)(F)F (ethyl (3-trifluoromethyl-2-pyridyl)acetate). Isolated yield 99.6%. RXN SMILES: [F:1][C:2]([F:21])([F:20])[C:3]1[C:4]([CH:9](C(OCC)=O)[C:10]([O:12][CH2:13][CH3:14])=[O:11])=[N:5][CH:6]=[CH:7][CH:8]=1.CS(C)=O.[Cl-].[Na+]>O>[F:21][C:2]([F:1])([F:20])[C:3]1[C:4]([CH2:9][C:10]([O:12][CH2:13][CH3:14])=[O:11])=[N:5][CH:6]=[CH:7][CH:8]=1 |f:2.3|. Reported procedure: 6.10 g of diethyl (3-trifluoromethyl-2-pyridyl)malonate and 20 ml of dimethyl sulfoxide were mixed. To the mixture was added 1.40 g of sodium chloride and 0.72 g of water. The mixture was stirred for about 20 minutes at an inner temperature of 132 to 145° C. The reaction mixture was allowed to cool to room temperature, then, to the reaction mixture was added water, and extracted with ethyl acetate. The organic layer was washed with saturated brine twice, and dried over anhydrous magnesium sulfat... Starting materials: FC1=C(C(=CC(=C1)F)F)[N+](=O)[O-] (2,4,6-trifluoronitrobenzene), [OH-].[Na+] (sodium hydroxide). Run in O (water), CS(=O)C (dimethyl sulphoxide). Conditions: time 18 hour. Product: FC=1C(=C(C=C(C1)F)O)[N+](=O)[O-] (3,5-Difluoro-2-nitrophenol). As a reaction SMILES: [F:1][C:2]1[CH:7]=[C:6]([F:8])[CH:5]=[C:4](F)[C:3]=1[N+:10]([O-:12])=[O:11].[OH-:13].[Na+]>CS(C)=O.O>[F:1][C:2]1[C:3]([N+:10]([O-:12])=[O:11])=[C:4]([OH:13])[CH:5]=[C:6]([F:8])[CH:7]=1 |f:1.2|. Procedure: A solution of 2,4,6-trifluoronitrobenzene (10 g) in dimethyl sulphoxide(50 mL) was treated with 10N sodium hydroxide(12 mL) and the mixture was stirred at room temperature for 18 h. The mixture was diluted with water and washed with ether. The aqueous phase was then acidified and extracted with ether. The extract was washed with brine, dried and evaporated to dryness and the residue was purified by flash chromatography eluting with increasingly polar mixtures of ethyl acetate and hexane to give ... The reactants are O=C([O-])[O-], COC(=O)c1c[nH]c(B2OC(C)(C)C(C)(C)O2)c1, Cc1ccc(F)c(NC(=O)c2ccc(F)c(Oc3ccnc(Cl)c3)c2)c1, ClCCl, [K+], [K+], C1COCCO1, O. Yields the product COC(=O)c1c[nH]c(-c2cc(Oc3cc(C(=O)Nc4cc(C)ccc4F)ccc3F)ccn2)c1. RXN SMILES: [C:45](=[O:46])([O-:47])[O-:48].[CH3:27][C:28]1([CH3:29])[C:30]([CH3:31])([CH3:32])[O:33][B:34]([c:35]2[cH:36][c:37]([C:40](=[O:41])[O:42][CH3:43])[cH:38][nH:39]2)[O:44]1.[Cl:1][c:2]1[n:3][cH:4][cH:5][c:6]([O:8][c:9]2[cH:10][c:11]([C:12](=[O:13])[NH:14][c:15]3[c:16]([F:22])[cH:17][cH:18][c:19]([CH3:21])[cH:20]3)[cH:23][cH:24][c:25]2[F:26])[cH:7]1.[Cl:51][CH2:52][Cl:53].[K+:49].[K+:50].[O:55]1[CH2:56][CH2:57][O:58][CH2:59][CH2:60]1.[OH2:54]>>[c:2]1(-[c:35]2[cH:36][c:37]([C:40](=[O:41])[O:42][CH3:43])[cH:38][nH:39]2)[n:3][cH:4][cH:5][c:6]([O:8][c:9]2[cH:10][c:11]([C:12](=[O:13])[NH:14][c:15]3[c:16]([F:22])[cH:17][cH:18][c:19]([CH3:21])[cH:20]3)[cH:23][cH:24][c:25]2[F:26])[cH:7]1. Reported procedure: 1-Amino-4-(3'-amino-2',4',6'-trimethyl-5'-sulfophenylthio)anthraquinone-2-sulfonic acid (23.7 parts) and cyanuric chloride (9.3 parts) were subjected a to condensation reaction at 10° to 20° C. in an aqueous medium under a weak acid condition, followed by a condensation reaction with 1-aminobenzene-3-β-sulfatoethylsulfone (14.1 parts) at 20° to 30° C. under a weak acid condition. Thereafter, salting out of the reaction mixture gave an anthraquinone compound of the following formula (free acid fo... Yields the product C1=CC=CC=2C(C3=CC=CC=C3C(C12)=O)=O (anthraquinone). Starting materials: NC1=C(C=C(C=2C(C3=CC=CC=C3C(C12)=O)=O)SC1=C(C(=C(C(=C1C)S(=O)(=O)O)C)N)C)S(=O)(=O)O (1-Amino-4-(3'-amino-2',4',6'-trimethyl-5'-sulfophenylthio)anthraquinone-2-sulfonic acid), N1=C(Cl)N=C(Cl)N=C1Cl (cyanuric chloride), 1-aminobenzene 3-β-sulfatoethylsulfone. RXN SMILES: N[C:2]1[C:15]2[C:14](=[O:16])[C:13]3[C:8](=[CH:9][CH:10]=[CH:11][CH:12]=3)[C:7](=[O:17])[C:6]=2[C:5](SC2C(C)=C(S(O)(=O)=O)C(C)=C(N)C=2C)=[CH:4][C:3]=1S(O)(=O)=O.N1C(Cl)=NC(Cl)=NC=1Cl>>[CH:9]1[C:8]2[C:7](=[O:17])[C:6]3[C:15](=[CH:2][CH:3]=[CH:4][CH:5]=3)[C:14](=[O:16])[C:13]=2[CH:12]=[CH:11][CH:10]=1. The reactants are [OH-].[K+] (potassium hydroxide), C(C)(=O)C1=CC=CC=C1 (acetophenone), Cl (hydrochloric acid), C1COCCOCCOCCOCCOCCO1 (18-crown-6), C(C)C1=CC(=CC1)C(C)(C)C (1-ethyl-3-tert-butylcyclopentadiene). Run in C1CCOC1 (THF). Run at time 4 hour. Product: C(C)(C)(C)C=1C=C(C(C1)=C(C)C1=CC=CC=C1)CC (3-tert-butyl-1-ethyl-6-phenyl-6-methylfulvene). Isolated yield 25.0%. RXN SMILES: [OH-].[K+].C1O[CH2:19][CH2:18]OCCOCCOCCOCCOC1.[CH2:21]([C:23]1[CH2:27][CH:26]=[C:25]([C:28]([CH3:31])([CH3:30])[CH3:29])[CH:24]=1)[CH3:22].C([C:35]1[CH:40]=[CH:39][CH:38]=[CH:37][CH:36]=1)(=O)C.Cl>C1COCC1>[C:28]([C:25]1[CH:26]=[C:27]([CH2:18][CH3:19])[C:23](=[C:21]([C:35]2[CH:40]=[CH:39][CH:38]=[CH:37][CH:36]=2)[CH3:22])[CH:24]=1)([CH3:30])([CH3:29])[CH3:31] |f:0.1|. Procedure: To a 200 ml three-neck flask equipped with a magnetic stirrer chip and a three-way cock, 2.10 g (36.1 mmol) of potassium hydroxide pulverized in mortar, 1.15 g (4.35 mmol) of 18-crown-6 and 50 ml of dehydrated THF were charged under a nitrogen atmosphere. Thereto in a water bath, 3.35 g (22.3 mmol) of 1-ethyl-3-tert-butylcyclopentadiene was added dropwise over 10 minutes, and stirred for 4 hours. The solution was added with 12.5 ml of acetophenone dropwise over 8 minutes, and stirred for 20 hour...